From a dataset of the Open Reaction Database (ORD), a public repository of structured organic reaction records. describe an organic reaction: reactants, conditions, products, and yield Reactants: C(C)OC(=O)C=1NN=C(C1)C=1SC=CC1 (5-Thiophen-2-yl-2H-pyrazole-3-carboxylic acid ethyl ester), [H-].[Na+] (NaH), BrCC1=NOC(=C1)C=1SC(=CC1)Cl (3-Bromomethyl-5-(5-chloro-thiophen-2-yl)-isoxazole), 0107436 A2, O (water). The solvent is CN(C)C=O (DMF). Run at temperature 80 celsius, time 1 hour. Yields the product C(C)OC(=O)C=1N(N=C(C1)C=1SC=CC1)CC1=NOC(=C1)C=1SC(=CC1)Cl (2-[5-(5-Chloro-thiophen-2-yl)-isoxazol-3-ylmethyl]-5-thiophen-2-yl-2H-pyrazole-3-carboxylic acid ethyl ester). As a reaction SMILES: [CH2:1]([O:3][C:4]([C:6]1[NH:7][N:8]=[C:9]([C:11]2[S:12][CH:13]=[CH:14][CH:15]=2)[CH:10]=1)=[O:5])[CH3:2].[H-].[Na+].Br[CH2:19][C:20]1[CH:24]=[C:23]([C:25]2[S:26][C:27]([Cl:30])=[CH:28][CH:29]=2)[O:22][N:21]=1.O>CN(C=O)C>[CH2:1]([O:3][C:4]([C:6]1[N:7]([CH2:19][C:20]2[CH:24]=[C:23]([C:25]3[S:26][C:27]([Cl:30])=[CH:28][CH:29]=3)[O:22][N:21]=2)[N:8]=[C:9]([C:11]2[S:12][CH:13]=[CH:14][CH:15]=2)[CH:10]=1)=[O:5])[CH3:2] |f:1.2|. Reported procedure: To a solution of 2.0 g 5-Thiophen-2-yl-2H-pyrazole-3-carboxylic acid ethyl ester in 5 ml DMF, 360 mg NaH (60% in mineral oil) and subsequently 2.8 g 3-Bromomethyl-5-(5-chloro-thiophen-2-yl)-isoxazole [prepared by adopting a procedure described by Ewing, William R.; Becker, Michael R.; Choi-Sledeski, Yong Mi; Pauls, Heinz W.; He, Wei; Condon, Stephen M.; Davis, Roderick S.; Hanney, Barbara A.; Spada, Alfred P.; Burns, Christopher J.; Jiang, John Z.; Li, Aiwen; Myers, Michael R.; Lau, Wan F.; Poli... Starting materials: CC(=O)O[BH-](OC(C)=O)OC(C)=O, COc1cc(-c2cnn(C)c2)cn2ncc(C=O)c12, CC(=O)O, ClCCCl, ClCCl, Nc1cccnc1, [Na+]. The product is COc1cc(-c2cnn(C)c2)cn2ncc(CNc3cccnc3)c12. Reaction SMILES: [C:31]([O:32][BH-:33]([O:34][C:35](=[O:36])[CH3:37])[O:38][C:39](=[O:40])[CH3:41])(=[O:42])[CH3:43].[CH3:1][O:2][c:3]1[c:4]2[n:5]([cH:6][c:7](-[c:9]3[cH:10][n:11][n:12]([CH3:14])[cH:13]3)[cH:8]1)[n:15][cH:16][c:17]2[CH:18]=[O:19].[CH3:27][C:28](=[O:29])[OH:30].[Cl:45][CH2:46][CH2:47][Cl:48].[Cl:49][CH2:50][Cl:51].[NH2:20][c:21]1[cH:22][n:23][cH:24][cH:25][cH:26]1.[Na+:44]>>[CH3:1][O:2][c:3]1[c:4]2[n:5]([cH:6][c:7](-[c:9]3[cH:10][n:11][n:12]([CH3:14])[cH:13]3)[cH:8]1)[n:15][cH:16][c:17]2[CH2:18][NH:20][c:21]1[cH:22][n:23][cH:24][cH:25][cH:26]1.